Dataset: the Open Reaction Database (ORD), a public repository of structured organic reaction records. Task: describe an organic reaction: reactants, conditions, products, and yield Starting materials: CO, Cl, Cl, COC(=O)C(N)(CF)CCCN. Yields the product NC1(CF)CCCNC1=O. RXN SMILES: [CH3:15][OH:16].[ClH:1].[ClH:2].[F:3][CH2:4][C:5]([C:6](=[O:7])[O:8][CH3:9])([CH2:10][CH2:11][CH2:12][NH2:13])[NH2:14]>>[F:3][CH2:4][C:5]1([NH2:14])[C:6](=[O:7])[NH:13][CH2:12][CH2:11][CH2:10]1. The reactants are FC1=C(C(=O)OC2=C(C(=C(C(=C2F)F)F)F)F)C=CC(=C1)N(C1CCC2=C1C=C1C(N(C(=NC1=C2)C)COC(C(C)(C)C)=O)=O)C (pentafluorophenyl o-fluoro-p-[N-methyl-N-((6RS)-2-methyl-4-oxo-3-pivaloyloxymethyl-3,4,7,8-tetrahydro-6H-cyclopenta[g]quinazolin-6-yl)amino]benzoate), N[C@H](C(=O)OC)CCC1=NN=NN1 (methyl (2S)-2-amino-4-(tetrazol-5-yl)butyrate). Product: FC1=C(C(=O)N[C@H](C(=O)OC)CCC2=NN=NN2)C=CC(=C1)N(C1CCC2=C1C=C1C(N(C(=NC1=C2)C)COC(C(C)(C)C)=O)=O)C (methyl (2S)-2-{o-fluoro-p-[N-methyl-N-((6RS)-2-methyl-3-pivaloyloxymethyl-4-oxo-3,4,7,8-tetrahydro-6H-cyclopenta[g]quinazolin-6-yl)amino]benzamido}-4-(tetrazol-5-yl)butyrate). Yield: 73.0%. Reaction SMILES: [F:1][C:2]1[CH:21]=[C:20]([N:22]([CH3:46])[CH:23]2[C:27]3[CH:28]=[C:29]4[C:34](=[CH:35][C:26]=3[CH2:25][CH2:24]2)[N:33]=[C:32]([CH3:36])[N:31]([CH2:37][O:38][C:39](=[O:44])[C:40]([CH3:43])([CH3:42])[CH3:41])[C:30]4=[O:45])[CH:19]=[CH:18][C:3]=1[C:4](OC1C(F)=C(F)C(F)=C(F)C=1F)=[O:5].[NH2:47][C@@H:48]([CH2:53][CH2:54][C:55]1[NH:59][N:58]=[N:57][N:56]=1)[C:49]([O:51][CH3:52])=[O:50]>>[F:1][C:2]1[CH:21]=[C:20]([N:22]([CH3:46])[CH:23]2[C:27]3[CH:28]=[C:29]4[C:34](=[CH:35][C:26]=3[CH2:25][CH2:24]2)[N:33]=[C:32]([CH3:36])[N:31]([CH2:37][O:38][C:39](=[O:44])[C:40]([CH3:43])([CH3:41])[CH3:42])[C:30]4=[O:45])[CH:19]=[CH:18][C:3]=1[C:4]([NH:47][C@@H:48]([CH2:53][CH2:54][C:55]1[NH:59][N:58]=[N:57][N:56]=1)[C:49]([O:51][CH3:52])=[O:50])=[O:5]. Procedure details: Using analogous procedures to those described in the second and third paragraphs of Example 12, pentafluorophenyl o-fluoro-p-[N-methyl-N-((6RS)-2-methyl-4-oxo-3-pivaloyloxymethyl-3,4,7,8-tetrahydro-6H-cyclopenta[g]quinazolin-6-yl)amino]benzoate was reacted with methyl (2S)-2-amino-4-(tetrazol-5-yl)butyrate to give methyl (2S)-2-{o-fluoro-p-[N-methyl-N-((6RS)-2-methyl-3-pivaloyloxymethyl-4-oxo-3,4,7,8-tetrahydro-6H-cyclopenta[g]quinazolin-6-yl)amino]benzamido}-4-(tetrazol-5-yl)butyrate in 73% yie... Reaction SMILES: [CH3:1][c:2]1[c:3]([C:13](=[O:14])[OH:15])[c:4](-[c:7]2[cH:8][cH:9][cH:10][cH:11][cH:12]2)[n:5][o:6]1.[Cl:16][CH2:17][Cl:18]>>[CH3:1][c:2]1[c:3]([C:13](=[O:15])[Cl:16])[c:4](-[c:7]2[cH:8][cH:9][cH:10][cH:11][cH:12]2)[n:5][o:6]1. Yields the product Cc1onc(-c2ccccc2)c1C(=O)Cl. Reactants: Cc1onc(-c2ccccc2)c1C(=O)O, ClCCl. Starting materials: BrC1=CC=C(N)C=C1 (4-Bromoaniline), C[Al](C)C (trimethylaluminum), ClC1=C(CC#N)C=CC=C1 (2-chlorobenzyl cyanide). Run in C(Cl)(Cl)Cl.CO (CHCl3 MeOH), C1(=CC=CC=C1)C (toluene). Reaction conditions: temperature 0 celsius, time 0.5 hour. Product: BrC1=CC=C(C=C1)NC(CC1=C(C=CC=C1)Cl)=N (N-(4-bromophenyl)-2-(2-chlorophenyl)acetimidamide). Isolated yield 48.3%. Reaction SMILES: [Br:1][C:2]1[CH:8]=[CH:7][C:5]([NH2:6])=[CH:4][CH:3]=1.C[Al](C)C.[Cl:13][C:14]1[CH:22]=[CH:21][CH:20]=[CH:19][C:15]=1[CH2:16][C:17]#[N:18]>C1(C)C=CC=CC=1.C(Cl)(Cl)Cl.CO>[Br:1][C:2]1[CH:8]=[CH:7][C:5]([NH:6][C:17](=[NH:18])[CH2:16][C:15]2[CH:19]=[CH:20][CH:21]=[CH:22][C:14]=2[Cl:13])=[CH:4][CH:3]=1 |f:4.5|. Reported procedure: 4-Bromoaniline (6.4 g, 37 mmol) was placed into a three-neck reactor, and the reactor was flushed with argon for 20 min. 60 mL anhydrous toluene was added. After cooling to 0° C., trimethylaluminum (28 mL, 2.0M solution in toluene, 56 mmol) was added slowly to keep the inner temperature below 20° C. Over 0.5 h, the addition was completed. Ice bath was removed, and the reaction mixture was warmed to room temperature and then stirred for additional 2.5 hrs. A solution of 2-chlorobenzyl cyanide (8.... Reactants: O=C(C1=CC=CN=C1Cl)N(C(C)C)C(C)C. Reagents/catalysts: O1B(OC(C)(C)C1(C)C)B2OC(C)(C)C(O2)(C)C, O=C1C=CC=2C=CC=C(C3=CN=C(C=C3)C=4N=CC=CC4)C2N1, C[OH2+].C[OH2+].C1CC=CCCC=C1.C1CC=CCCC=C1.[Ir].[Ir], [K].OC(C)(C)C. Solvent: O1CCCC1. Conditions: temperature 80 celsius, time 12 hour. Product: O=C(C1=CC(=CN=C1Cl)B2OC(C)(C)C(O2)(C)C)N(C(C)C)C(C)C. Isolated yield 84.0%. Reported procedure: In an argon filled glove box, a 5.0 mL wheaton microreactor was charged with [Ir(cod)(OMe)]2 (1.98 mg, 1.5 mol%), L1 ligand (2.1 mg, 3.5 mol%), B2pin2 (50.8 mg, 1.0 equiv.), KOtBu (1.0 mg, 4.5 mol%) and dry THF (1.0 mL). The reaction mixture was stirred for 2 minutes at room temperature. To this mixture, 2-chloro-N,N-diisopropylnicotinamide (48.1 mg, 0.2 mmol) was added. The microreactor was capped with a teflon pressure cap and placed into pre-heated aluminum block at 80 oC. The reaction mixtur... The yield is 755.5%. Starting materials: COC(C1=C(C(=C(C=C1C=CC1=CC=CC=C1)F)F)NC1=C(C=CC=C1)Cl)=O (2-(2-chlorophenylamino)-3,4-difluoro-6-styrylbenzoic acid methyl ester), OSO4, CC(C)(C)O (t-BuOH), C[N+]1(CCOCC1)[O-] (NMO), I(=O)(=O)(=O)[O-].[Na+] (Sodium periodate). Run at time 1 hour. Procedure: A mixture of 2-(2-chlorophenylamino)-3,4-difluoro-6-styrylbenzoic acid methyl ester (1.20 g, 3.00 mmol), 2.5% OSO4 solution in t-BuOH (2.0 mL, 0.165 mmol) and NMO (0.435 g, 3.60 mmol) in 30 mL of 1:1 THF/water was stirred for 1 hour. Sodium periodate (0.963 g, 4.50 mmol) was added. After 1 hour, the reaction mixture was diluted with ethyl acetate and water and the layers separated. The organic layer was dried (MgSO4) and concentrated under reduced pressure. Purification by flash column chromatog... Yields the product COC(C1=C(C(=C(C=C1C=O)F)F)NC1=C(C=CC=C1)Cl)=O (2-(2-chlorophenylamino)-3,4-difluoro-6-formylbenzoic acid methyl ester). As a reaction SMILES: [CH3:1][O:2][C:3](=[O:28])[C:4]1[C:9]([CH:10]=CC2C=CC=CC=2)=[CH:8][C:7]([F:18])=[C:6]([F:19])[C:5]=1[NH:20][C:21]1[CH:26]=[CH:25][CH:24]=[CH:23][C:22]=1[Cl:27].CC([OH:33])(C)C.C[N+]1([O-])CCOCC1.I([O-])(=O)(=O)=O.[Na+]>C1COCC1.O.C(OCC)(=O)C.O>[CH3:1][O:2][C:3](=[O:28])[C:4]1[C:9]([CH:10]=[O:33])=[CH:8][C:7]([F:18])=[C:6]([F:19])[C:5]=1[NH:20][C:21]1[CH:26]=[CH:25][CH:24]=[CH:23][C:22]=1[Cl:27] |f:3.4,5.6|. Solvent: C(C)(=O)OCC (ethyl acetate), O (water), C1CCOC1.O (THF water).